This data is from the Open Reaction Database (ORD), a public repository of structured organic reaction records. The task is: describe an organic reaction: reactants, conditions, products, and yield Starting materials: BrC=1C=CC2=C(N=C(O2)\C=C\C2=CC=C(C=C2)C(F)(F)F)C1 (5-bromo-2-[(E)-2-[4-(trifluoromethyl)phenyl]ethenyl]benzoxazole), C1(=CC=CC=C1)OB(O)O (phenylboric acid), C([O-])([O-])=O.[Na+].[Na+] (sodium carbonate), C1(=CC=CC=C1)C (toluene). The reagents and catalysts are C=1C=CC(=CC1)[P](C=2C=CC=CC2)(C=3C=CC=CC3)[Pd]([P](C=4C=CC=CC4)(C=5C=CC=CC5)C=6C=CC=CC6)([P](C=7C=CC=CC7)(C=8C=CC=CC8)C=9C=CC=CC9)[P](C=1C=CC=CC1)(C=1C=CC=CC1)C=1C=CC=CC1 (tetrakis(triphenylphosphine)palladium(0)). Solvent: C(C)(=O)OCC.O1CCCC1 (ethyl acetate tetrahydrofuran), O1CCCC1 (tetrahydrofuran), O (water). Conditions: temperature 90 celsius, time 24 hour. Yields the product C1(=CC=CC=C1)C=1C=CC2=C(N=C(O2)\C=C\C2=CC=C(C=C2)C(F)(F)F)C1 (5-phenyl-2-[(E)-2-[4-(trifluoromethyl)phenyl]ethenyl]benzoxazole). Isolated yield 54.7%. Reaction SMILES: Br[C:2]1[CH:3]=[CH:4][C:5]2[O:9][C:8](/[CH:10]=[CH:11]/[C:12]3[CH:17]=[CH:16][C:15]([C:18]([F:21])([F:20])[F:19])=[CH:14][CH:13]=3)=[N:7][C:6]=2[CH:22]=1.[C:23]1(OB(O)O)[CH:28]=[CH:27][CH:26]=[CH:25][CH:24]=1.C(=O)([O-])[O-].[Na+].[Na+].C1(C)C=CC=CC=1>C1C=CC([P]([Pd]([P](C2C=CC=CC=2)(C2C=CC=CC=2)C2C=CC=CC=2)([P](C2C=CC=CC=2)(C2C=CC=CC=2)C2C=CC=CC=2)[P](C2C=CC=CC=2)(C2C=CC=CC=2)C2C=CC=CC=2)(C2C=CC=CC=2)C2C=CC=CC=2)=CC=1.O.C(OCC)(=O)C.O1CCCC1.O1CCCC1>[C:23]1([C:2]2[CH:3]=[CH:4][C:5]3[O:9][C:8](/[CH:10]=[CH:11]/[C:12]4[CH:17]=[CH:16][C:15]([C:18]([F:21])([F:20])[F:19])=[CH:14][CH:13]=4)=[N:7][C:6]=3[CH:22]=2)[CH:28]=[CH:27][CH:26]=[CH:25][CH:24]=1 |f:2.3.4,8.9,^1:49,51,70,89|. Reported procedure: Under an argon stream, a mixture of 5-bromo-2-[(E)-2-[4-(trifluoromethyl)phenyl]ethenyl]benzoxazole (Compound of Reference Example 44) (129 mg), phenylboric acid (171 mg), tetrakis(triphenylphosphine)palladium(0) (61 mg), 2 M sodium carbonate (1.05 ml), toluene (3.15 ml) and tetrahydrofuran (1.05 ml) was stirred at 90° C. for 24 hours. The reaction mixture was subjected to distribution into ethyl acetate-tetrahydrofuran (3:1, v/v) and water. The organic layer was washed with water and dried over... The reactants are Brc1ccc2c(c1)CNCC2, N#Cc1ccc(Cn2cncc2C=O)cc1, CCOC(C)=O. Yields the product N#Cc1ccc(Cn2cncc2CN2CCc3ccc(Br)cc3C2)cc1. As a reaction SMILES: [Br:1][c:2]1[cH:3][cH:4][c:5]2[c:10]([cH:11]1)[CH2:9][NH:8][CH2:7][CH2:6]2.[C:12](#[N:13])[c:14]1[cH:15][cH:16][c:17]([CH2:18][n:19]2[cH:20][n:21][cH:22][c:23]2[CH:24]=[O:25])[cH:26][cH:27]1.[CH3:28][CH2:29][O:30][C:31]([CH3:32])=[O:33]>>[Br:1][c:2]1[cH:3][cH:4][c:5]2[c:10]([cH:11]1)[CH2:9][N:8]([CH2:24][c:23]1[n:19]([CH2:18][c:17]3[cH:16][cH:15][c:14]([C:12]#[N:13])[cH:27][cH:26]3)[cH:20][n:21][cH:22]1)[CH2:7][CH2:6]2. The reactants are C(Cl)Cl (DCM), [H-].[Na+] (NaH), FC=1C=C(C#N)C=CC1NC1=CC2=C(N=CN2C)C=C1 (3-fluoro-4-[(3-methylbenzimidazol-5-yl)amino]benzonitrile), CI (MeI). Run in C1CCOC1 (THF). Run at time 30 minute. Product: FC=1C=C(C#N)C=CC1N(C1=CC2=C(N=CN2C)C=C1)C (3-fluoro-4-[methyl-(3-methylbenzimidazol-5-yl)amino]benzonitrile). Reaction SMILES: [H-].[Na+].[F:3][C:4]1[CH:5]=[C:6]([CH:9]=[CH:10][C:11]=1[NH:12][C:13]1[CH:22]=[CH:21][C:16]2[N:17]=[CH:18][N:19]([CH3:20])[C:15]=2[CH:14]=1)[C:7]#[N:8].CI.[CH2:25](Cl)Cl>C1COCC1>[F:3][C:4]1[CH:5]=[C:6]([CH:9]=[CH:10][C:11]=1[N:12]([CH3:25])[C:13]1[CH:22]=[CH:21][C:16]2[N:17]=[CH:18][N:19]([CH3:20])[C:15]=2[CH:14]=1)[C:7]#[N:8] |f:0.1|. Reported procedure: NaH (7.14 mmol) was added to a solution of 3-fluoro-4-[(3-methylbenzimidazol-5-yl)amino]benzonitrile (2.38 mmol) in THF (10 mL) at 0° C. The mixture was stirred for 30 min. MeI (4.76 mmol) was added and the mixture was stirred at room temperature during 3 h. The mixture was diluted (DCM), washed (H2O) and concentrated. The residue was purified by prep HPLC to yield the desired product (Compound C). Starting materials: C1CCOC1, COc1ccc(CC(=O)Cl)cc1, CCN(C(C)C)C(C)C, Nc1ccc2c(c1)C(=C1C(=O)Nc3ccccc31)OC2. Yields the product COc1ccc(CC(=O)Nc2ccc3c(c2)C(=C2C(=O)Nc4ccccc42)OC3)cc1. Reaction SMILES: [CH2:42]1[O:43][CH2:44][CH2:45][CH2:46]1.[CH3:30][O:31][c:32]1[cH:33][cH:34][c:35]([CH2:38][C:39](=[O:40])[Cl:41])[cH:36][cH:37]1.[CH:21]([N:22]([CH2:23][CH3:24])[CH:25]([CH3:26])[CH3:27])([CH3:28])[CH3:29].[NH2:1][c:2]1[cH:3][cH:4][c:5]2[c:9]([cH:10]1)[C:8](=[C:11]1[C:12](=[O:20])[NH:13][c:14]3[cH:15][cH:16][cH:17][cH:18][c:19]31)[O:7][CH2:6]2>>[NH:1]([c:2]1[cH:3][cH:4][c:5]2[c:9]([cH:10]1)[C:8](=[C:11]1[C:12](=[O:20])[NH:13][c:14]3[cH:15][cH:16][cH:17][cH:18][c:19]31)[O:7][CH2:6]2)[C:39]([CH2:38][c:35]1[cH:34][cH:33][c:32]([O:31][CH3:30])[cH:37][cH:36]1)=[O:40]. The reactants are [Na+].c1(ncccc1)S(=O)[O-], c12c(ccc(c1)Br)nccc2. The reagents and catalysts are O (H2O), c1ccc(cc1)-c2c3ccccc3cc4ccccc24 (9-Phenylanthracene), [O-]P(=O)([O-])[O-].[K+].[K+].[K+]   (K3PO4), P(C1CCCCC1)(C1CCCCC1)C1CCCCC1 (P(Cy)3), c1ccc(c(c1)[Ni]Cl)C.C(N(C)C)CN(C)C (NiCl(o-tolyl)(TMEDA)). Run in CC#N (MeCN). Run at temperature 120 celsius, time 18 hour. Yields the product c1ccc(nc1)c2ccc3ncccc3c2. As a reaction SMILES: [Na+].[O-]S([c:1]1[n:6][cH:5][cH:4][cH:3][cH:2]1)=O.Br[c:7]1[cH:16][c:15]([c:10]2[cH:9][cH:8]1)[cH:14][cH:13][cH:12][n:11]2>>[cH:4]1[cH:5][n:6][c:1]([c:7]2[cH:16][c:15]([c:10]3[cH:9][cH:8]2)[cH:14][cH:13][cH:12][n:11]3)[cH:2][cH:3]1. Starting materials: C(C)OC(=C)C=1C=CC=2N(N1)C(=CN2)C(C)C=2C=C1C=NN(C1=CC2)C (6-(1-ethoxy-vinyl)-3-[1-(1-methyl-1H-indazol-5-yl)-ethyl]-imidazo[1,2-b]pyridazine), Cl (HCl), CN1N=CC2=CC(=CC=C12)CC1=CN=C2N1N=C(C=C2)C(C)=O (1-(3-((1-Methyl-1H-indazol-5-yl)methyl)imidazo[1,2-b]pyridazin-6-yl)ethanone). Yields the product CN1N=CC2=CC(=CC=C12)C(C)C1=CN=C2N1N=C(C=C2)C(C)=O (1-(3-(1-(1-Methyl-1H-indazol-5-yl)ethyl)imidazo[1,2-b]pyridazin-6-yl)ethanone). Yield: 84.8%. Reaction SMILES: C([O:3][C:4]([C:6]1[CH:7]=[CH:8][C:9]2[N:10]([C:12]([CH:15]([C:17]3[CH:18]=[C:19]4[C:23](=[CH:24][CH:25]=3)[N:22]([CH3:26])[N:21]=[CH:20]4)[CH3:16])=[CH:13][N:14]=2)[N:11]=1)=[CH2:5])C.Cl.CN1C2C(=CC(CC3N4N=C(C(=O)C)C=CC4=NC=3)=CC=2)C=N1>>[CH3:26][N:22]1[C:23]2[C:19](=[CH:18][C:17]([CH:15]([C:12]3[N:10]4[N:11]=[C:6]([C:4](=[O:3])[CH3:5])[CH:7]=[CH:8][C:9]4=[N:14][CH:13]=3)[CH3:16])=[CH:25][CH:24]=2)[CH:20]=[N:21]1. Procedure: The title compound (325.0 mg, 75%, 88% purity) was synthesized from 6-(1-ethoxy-vinyl)-3-[1-(1-methyl-1H-indazol-5-yl)-ethyl]-imidazo[1,2-b]pyridazine (415.0 mg, 1.20 mmol) and HCl (1.20 mL, 1.20 mmol) using the same procedure as described in the synthesis of compound 13.4. LCMS (method A): [MH]+=320, tR=5.21 min.